This data is from the Open Reaction Database (ORD), a public repository of structured organic reaction records. The task is: describe an organic reaction: reactants, conditions, products, and yield Starting materials: ClC=1C=C(C=C2CC(CNC12)NS(=O)(=O)C1=CC=CC=C1)C#N (N-(8-chloro-6-cyano-1,2,3,4-tetrahydroquinolin-3-yl)-benzene-sulfonamide), C(C1=CC=CC=C1)(=O)Cl (benzoyl chloride). The solvent is N1=CC=CC=C1 (pyridine), C(Cl)Cl (CH2Cl2). Reaction conditions: temperature 50 celsius, time 16 hour. Product: C(C1=CC=CC=C1)(=O)N1CC(CC2=CC(=CC(=C12)Cl)C#N)NS(=O)(=O)C1=CC=CC=C1 (N-(1-Benzoyl-8-chloro-6-cyano-1,2,3,4-tetrahydroquinolin-3-yl)-benzenesulfonamide). Isolated yield 28.1%. RXN SMILES: [Cl:1][C:2]1[CH:3]=[C:4]([C:22]#[N:23])[CH:5]=[C:6]2[C:11]=1[NH:10][CH2:9][CH:8]([NH:12][S:13]([C:16]1[CH:21]=[CH:20][CH:19]=[CH:18][CH:17]=1)(=[O:15])=[O:14])[CH2:7]2.[C:24](Cl)(=[O:31])[C:25]1[CH:30]=[CH:29][CH:28]=[CH:27][CH:26]=1>N1C=CC=CC=1.C(Cl)Cl>[C:24]([N:10]1[C:11]2[C:6](=[CH:5][C:4]([C:22]#[N:23])=[CH:3][C:2]=2[Cl:1])[CH2:7][CH:8]([NH:12][S:13]([C:16]2[CH:21]=[CH:20][CH:19]=[CH:18][CH:17]=2)(=[O:15])=[O:14])[CH2:9]1)(=[O:31])[C:25]1[CH:30]=[CH:29][CH:28]=[CH:27][CH:26]=1. Procedure details: To a solution of compound 163A (164 mg, 0.472 mmol) in pyridine (1 mL) and CH2Cl2 (1 my) at RT was added benzoyl chloride (82 μL, 0.71 mmol), and the mixture was then stirred at 50° C. for 16 h. After cooling to RT, the reaction was concentrated in vacuo and the resultant residue was taken into MeOH (4 mL), and Et3N (1 mL) added. The reaction was stirred at 70° C. for 1 h. After cooling to RT, the reaction was concentrated. The residue was diluted with 10% aqueous citric acid, then extracted wit... Starting materials: CCO, [Cl-], Cc1c(Cl)ccc([N+](=O)[O-])c1Cl, Cl, [Na+], [OH-]. The product is Cc1c(Cl)ccc(N)c1Cl. RXN SMILES: [CH3:17][CH2:18][OH:19].[Cl-:13].[Cl:1][c:2]1[c:3]([CH3:12])[c:4]([Cl:11])[cH:5][cH:6][c:7]1[N+:8]([O-:9])=[O:10].[ClH:16].[Na+:15].[OH-:14]>>[Cl:1][c:2]1[c:3]([CH3:12])[c:4]([Cl:11])[cH:5][cH:6][c:7]1[NH2:8]. Starting materials: FC(C=1N=CNC1)(F)F (4-(trifluoromethyl)-1H-imidazole), ClC1=NC=C(C=C1)[N+](=O)[O-] (2-chloro-5-nitropyridine), C([O-])([O-])=O.[K+].[K+] (potassium carbonate). Solvent: C(C)#N (acetonitrile), O (water). Conditions: temperature 85 celsius, time 5 hour. The product is FC(C=1N=CN(C1)C1=CC=C(C=N1)N)(F)F (6-(4-(trifluoromethyl)-1H-imidazol-1-yl)pyridin-3-amine). As a reaction SMILES: [F:1][C:2]([F:9])([F:8])[C:3]1[N:4]=[CH:5][NH:6][CH:7]=1.Cl[C:11]1[CH:16]=[CH:15][C:14]([N+:17]([O-])=O)=[CH:13][N:12]=1.C(=O)([O-])[O-].[K+].[K+]>C(#N)C.O>[F:1][C:2]([F:9])([F:8])[C:3]1[N:4]=[CH:5][N:6]([C:11]2[N:12]=[CH:13][C:14]([NH2:17])=[CH:15][CH:16]=2)[CH:7]=1 |f:2.3.4|. Reported procedure: A mixture of 4-(trifluoromethyl)-1H-imidazole (2000 mg, 14.70 mmol), 2-chloro-5-nitropyridine (2330 mg, 14.70 mmol), and potassium carbonate (4060 mg, 29.4 mmol) in acetonitrile (14.7 mL) was heated at 85° C. overnight. The reaction was diluted with water and extracted three times with ethyl acetate. The combined organic layers were washed with brine, dried over sodium sulfate, filtered and concentrated. The crude residue was dissolved in ethanol (20 mL) and ethyl acetate (15 mL). 10 wt % Pallad...